The task is: describe an organic reaction: reactants, conditions, products, and yield. This data is from the Open Reaction Database (ORD), a public repository of structured organic reaction records. The reactants are C(C)(C)(C)OC(N[C@@H]1C[C@H](N(CC1)C[C@@H](C1=CC=NC2=CC=C(N=C12)OC)O)C(F)(F)F)=O ({(2S,4S)-[(R)-hydroxy-(6-methoxy-[1,5]naphthyridin-4-yl)ethyl]-2-(trifluoromethyl)piperidin-4-yl}carbamic acid tert-butyl ester), C(=O)(C(F)(F)F)O (TFA). RXN SMILES: C(OC(=O)[NH:7][C@H:8]1[CH2:13][CH2:12][N:11]([CH2:14][C@H:15]([OH:28])[C:16]2[C:25]3[C:20](=[CH:21][CH:22]=[C:23]([O:26][CH3:27])[N:24]=3)[N:19]=[CH:18][CH:17]=2)[C@H:10]([C:29]([F:32])([F:31])[F:30])[CH2:9]1)(C)(C)C.C(O)(C(F)(F)F)=O>C(Cl)Cl>[NH2:7][C@H:8]1[CH2:13][CH2:12][N:11]([CH2:14][C@@H:15]([C:16]2[C:25]3[C:20](=[CH:21][CH:22]=[C:23]([O:26][CH3:27])[N:24]=3)[N:19]=[CH:18][CH:17]=2)[OH:28])[C@H:10]([C:29]([F:30])([F:32])[F:31])[CH2:9]1. Yields the product N[C@@H]1C[C@H](N(CC1)C[C@H](O)C1=CC=NC2=CC=C(N=C12)OC)C(F)(F)F ((R)-2-((2S,4S)-4-amino-2-(trifluoromethyl)piperidin-1-yl)-1-(6-methoxy-[1,5]naphthyridin-4-yl)ethanol). Reaction conditions: time 2 hour. Reported procedure: {(2S,4S)-[(R)-hydroxy-(6-methoxy-[1,5]naphthyridin-4-yl)ethyl]-2-(trifluoromethyl)piperidin-4-yl}carbamic acid tert-butyl ester (1j) is dissolved in CH2Cl2 and TFA (1:1, v/v). After 2 hrs, the solution is concentrated to dryness under vacuum and the residue is redissolved in 4 M HCl in dioxane. After 30 min, the slurry is triturated with Et2O and filtered. The solid is dissolved in H2O and the solution is made basic with aqueous NaOH. The basic aqueous solution is concentrated to dryness under v... Solvent: C(Cl)Cl (CH2Cl2). Starting materials: CNN1C=NC2=CC=CC=C2C1=O (3-methylamino-4(3H)quinazolinone), ClC1=CC=C(C=C1)N=C=O (4-chlorophenyl isocyanate). Run in ClCCCl (1,2-dichloroethane). The product is ClC1=CC=C(C=C1)NC(N(C)N1C=NC2=CC=CC=C2C1=O)=O (3-(p-Chlorophenyl)-1-(3,4-dihydro-4-oxo-3-quinazolinyl)-1-methylurea). Reaction SMILES: [CH3:1][NH:2][N:3]1[C:12](=[O:13])[C:11]2[C:6](=[CH:7][CH:8]=[CH:9][CH:10]=2)[N:5]=[CH:4]1.[Cl:14][C:15]1[CH:20]=[CH:19][C:18]([N:21]=[C:22]=[O:23])=[CH:17][CH:16]=1>ClCCCl>[Cl:14][C:15]1[CH:20]=[CH:19][C:18]([NH:21][C:22](=[O:23])[N:2]([N:3]2[C:12](=[O:13])[C:11]3[C:6](=[CH:7][CH:8]=[CH:9][CH:10]=3)[N:5]=[CH:4]2)[CH3:1])=[CH:17][CH:16]=1. Procedure: A mixture of 3-methylamino-4(3H)quinazolinone (2.00 g, 11.4 mmol) and 4-chlorophenyl isocyanate 2.01 g, 13.1 mmol) in 1,2-dichloroethane is heated at reflux for 72 hours, concentrated in vacuo and diluted with ether. The organic mixture is heated to reflux and filtered. The filter cake is washed with ether and dried to give the title product as a white solid, 3.61 g (96%), mp 186°-188° C. Starting materials: ClC1=NC=C(C(=N1)N[C@H]1[C@H]([C@@H]2C=C[C@H]1C2)C(=O)N)C(F)(F)F ((1S,2S,3R,4R)-3-(2-Chloro-5-trifluoromethylpyrimidin-4-ylamino)-bicyclo[2.2.1]hept-5-ene-2-carboxylic acid amide), COCCN1CCC2=C(CC1)C=C(C=C2)N (3-(2-methoxyethyl)-2,3,4,5-tetrahydro-1H-benzo[d]azepin-7-ylamine). Yields the product COCCN1CCC2=C(CC1)C=CC(=C2)NC2=NC=C(C(=N2)N[C@H]2[C@H]([C@@H]1C=C[C@H]2C1)C(=O)N)C(F)(F)F ((1S,2S,3R,4R)-3-{2-[3-(2-Methoxy-ethyl)-2,3,4,5-tetrahydro-1H-3-benzazepin-7-ylamino]-5-trifluoromethyl-pyrimidin-4-ylamino}-bicyclo[2.2.1]hept-5-ene-2-carboxylic acid amide), solid. Yield: 70.0%. Reaction SMILES: Cl[C:2]1[N:7]=[C:6]([NH:8][C@@H:9]2[C@@H:14]3[CH2:15][C@@H:11]([CH:12]=[CH:13]3)[C@@H:10]2[C:16]([NH2:18])=[O:17])[C:5]([C:19]([F:22])([F:21])[F:20])=[CH:4][N:3]=1.[CH3:23][O:24][CH2:25][CH2:26][N:27]1[CH2:33][CH2:32][C:31]2[CH:34]=[C:35]([NH2:38])[CH:36]=[CH:37][C:30]=2[CH2:29][CH2:28]1>>[CH3:23][O:24][CH2:25][CH2:26][N:27]1[CH2:28][CH2:29][C:30]2[CH:37]=[CH:36][C:35]([NH:38][C:2]3[N:7]=[C:6]([NH:8][C@@H:9]4[C@@H:14]5[CH2:15][C@@H:11]([CH:12]=[CH:13]5)[C@@H:10]4[C:16]([NH2:18])=[O:17])[C:5]([C:19]([F:22])([F:21])[F:20])=[CH:4][N:3]=3)=[CH:34][C:31]=2[CH2:32][CH2:33]1. Reported procedure: The title compound was prepared from (1S,2S,3R,4R)-3-(2-Chloro-5-trifluoromethylpyrimidin-4-ylamino)-bicyclo[2.2.1]hept-5-ene-2-carboxylic acid amide and 3-(2-methoxyethyl)-2,3,4,5-tetrahydro-1H-benzo[d]azepin-7-ylamine in an analogous manner to Example 933 to afford a yellow solid (41 mg, 70%). Mp: 125-7° C. LCMS (m/e) 517 (M+1); 1H-NMR (CDCl3, 400 MHz) δ 8.13 (s, 1H), 7.48 (d, J=8 Hz, 1H), 7.37-7.17 (m, 3H), 7.05 (d, J=8 Hz, 1H), 6.32 (m, 2H), 6.85 (br s, 1H), 6.63 (br s, 1H), 4.40 (m, 1H), 3.... The reactants are alcohol, NC=1C=C2C=NNC2=CC1N (5,6-diaminoindazole), C(C=O)(=O)C=1SC=CC1 (glyoxyloylthiophene). Yields the product S1C(=CC=C1)C1=NC=2C=C3C(=CC2N=C1)NN=C3 (6-thienyl-1H-pyrazolo[3,4-g]quinoxaline), S1C(=CC=C1)C=1C=NC=2C=C3C(=CC2N1)NN=C3 (7-thienyl-1H-pyrazolo[3,4-g]quinoxaline). Reaction SMILES: [NH2:1][C:2]1[CH:3]=[C:4]2[C:8](=[CH:9][C:10]=1[NH2:11])[NH:7][N:6]=[CH:5]2.[C:12]([C:16]1[S:17][CH:18]=[CH:19][CH:20]=1)(=O)[CH:13]=O>>[S:17]1[CH:18]=[CH:19][CH:20]=[C:16]1[C:12]1[CH:13]=[N:11][C:10]2[CH:9]=[C:8]3[NH:7][N:6]=[CH:5][C:4]3=[CH:3][C:2]=2[N:1]=1.[S:17]1[CH:18]=[CH:19][CH:20]=[C:16]1[C:12]1[CH:13]=[N:1][C:2]2[CH:3]=[C:4]3[CH:5]=[N:6][NH:7][C:8]3=[CH:9][C:10]=2[N:11]=1. Procedure details: Condensation as shown in Step A of 5,6-diaminoindazole with a glyoxyloylthiophene in the presence of absolute alcohol results in ring formation of a mixture of 6-thienyl-1H-pyrazolo[3,4-g]quinoxaline and 7-thienyl-1H-pyrazolo[3,4-g]quinoxaline. These positional isomers can be separated by standard procedures, such as column chromatography. Reactants: N(=NC(=O)N1CCCCC1)C(=O)N1CCCCC1 (1,1'-(azodicarbonyl)dipiperidine), C1=NC=CC2=C(C=CC=C12)S(=O)(=O)OC=1C=C(C=C(C1)C)O (3-(5-isoquinolinylsulfonyloxy)-5-methylphenol), C(CCC)P(CCCC)CCCC (tri-n-butylphosphine), C(CCO)O (1,3-propanediol). The solvent is O1CCCC1 (tetrahydrofuran), CCCCCC (Hexane). Conditions: time 8 hour. The product is C1=NC=CC2=C(C=CC=C12)S(=O)(=O)OC=1C=C(OCCCO)C=C(C1)C (3-[3-(5-Isoquinolinylsulfonyloxy)-5-methylphenoxy]propanol). Yield: 83.0%. Reaction SMILES: [CH:1]1[C:10]2[C:5](=[C:6]([S:11]([O:14][C:15]3[CH:16]=[C:17]([OH:22])[CH:18]=[C:19]([CH3:21])[CH:20]=3)(=[O:13])=[O:12])[CH:7]=[CH:8][CH:9]=2)[CH:4]=[CH:3][N:2]=1.C(P(CCCC)CCCC)CCC.[CH2:36](O)[CH2:37][CH2:38][OH:39].N(C(N1CCCCC1)=O)=NC(N1CCCCC1)=O>O1CCCC1.CCCCCC>[CH:1]1[C:10]2[C:5](=[C:6]([S:11]([O:14][C:15]3[CH:16]=[C:17]([CH:18]=[C:19]([CH3:21])[CH:20]=3)[O:22][CH2:36][CH2:37][CH2:38][OH:39])(=[O:12])=[O:13])[CH:7]=[CH:8][CH:9]=2)[CH:4]=[CH:3][N:2]=1. Procedure: To a solution of 3-(5-isoquinolinylsulfonyloxy)-5-methylphenol (630 mg, 2.0 mmol), as prepared in the preceding step, tri-n-butylphosphine (607 mg, 3.0 mmol) and 1,3-propanediol (760 mg, 10 mmol) in anhydrous tetrahydrofuran (20 mL) was added 1,1'-(azodicarbonyl)dipiperidine (757 mg, 3.0 mmol). The mixture was stirred at ambient temperature overnight. Hexane (30 mL) was added to the mixture and the precipitates were removed by filtration. The filtrate was evaporated in vacuo, and the residue was... Reactants: [N+](=O)(O)[O-] (nitric acid), C(C)OC1=C(C=CC=C1)C=1NC(C2=C(N1)C(=NN2C)CCC)=O (5-(2-ethoxyphenyl)-1-methyl-3-n-propyl-1,6-dihydro-7H-pyrazolo[4,3-d]pyrimidin-7-one), O (water). Run in S(O)(O)(=O)=O (sulphuric acid). Conditions: time 18 hour. The product is C(C)OC1=C(C=C(C=C1)[N+](=O)[O-])C=1NC(C2=C(N1)C(=NN2C)CCC)=O (5-(2-Ethoxy-5-nitrophenyl)-1-methyl-3-n-propyl-1,6-dihydro-7H-pyrazolo[4,3-d]pyrimidin-7-one). Yield: 61.0%. Reaction SMILES: [N+:1]([O-:4])(O)=[O:2].[CH2:5]([O:7][C:8]1[CH:13]=[CH:12][CH:11]=[CH:10][C:9]=1[C:14]1[NH:15][C:16](=[O:27])[C:17]2[N:22]([CH3:23])[N:21]=[C:20]([CH2:24][CH2:25][CH3:26])[C:18]=2[N:19]=1)[CH3:6].O>S(=O)(=O)(O)O>[CH2:5]([O:7][C:8]1[CH:13]=[CH:12][C:11]([N+:1]([O-:4])=[O:2])=[CH:10][C:9]=1[C:14]1[NH:15][C:16](=[O:27])[C:17]2[N:22]([CH3:23])[N:21]=[C:20]([CH2:24][CH2:25][CH3:26])[C:18]=2[N:19]=1)[CH3:6]. Reported procedure: Concentrated nitric acid (0.5 ml) was added dropwise to a stirred solution of 5-(2-ethoxyphenyl)-1-methyl-3-n-propyl-1,6-dihydro-7H-pyrazolo[4,3-d]pyrimidin-7-one (2.0 g, 0.0064 mol) in concentrated sulphuric acid (10 ml) at 0° C., and the resulting orange solution was stirred at room temperature for 18 hours. The reaction solution was then added dropwise to stirred ice and water (200 g) and the solid precipitate collected by filtration. This solid was then dissolved in dichloromethane (50 ml) a... Starting materials: CC(C)(C)O, C(=NC1CCCCC1)=NC1CCCCC1, Cl[Cu]Cl. The product is CC(C)(C)OC(=NC1CCCCC1)NC1CCCCC1. Reaction SMILES: [CH3:16][C:17]([CH3:18])([CH3:19])[OH:20].[CH:1]1([N:7]=[C:8]=[N:9][CH:10]2[CH2:11][CH2:12][CH2:13][CH2:14][CH2:15]2)[CH2:2][CH2:3][CH2:4][CH2:5][CH2:6]1.[Cu:21]([Cl:22])[Cl:23]>>[CH:1]1([N:7]=[C:8]([NH:9][CH:10]2[CH2:11][CH2:12][CH2:13][CH2:14][CH2:15]2)[O:20][C:17]([CH3:16])([CH3:18])[CH3:19])[CH2:2][CH2:3][CH2:4][CH2:5][CH2:6]1. Reactants: C(CC)C1=C2CCCCC2=CC2=C1OC(=CC2=S)C(=O)O (10-propyl-6,7,8,9-tetrahydro-4-thioxo-4H-naphtho[2,3-b]pyran-2-carboxylic acid), CC(=O)C (acetone). The reagents and catalysts are CI (methyl iodide), O (water). Run at time 2 day. Yields the product O=C1C2=C(OC(=C1)C(=O)O)C(=C1CCCCC1=C2)CCC (4-Oxo-10-propyl-6,7,8,9-tetrahydro-4H-naphtho[2,3-b]pyran-2-carboxylic acid). Reaction SMILES: [CH2:1]([C:4]1[C:13]2[O:14][C:15]([C:19]([OH:21])=[O:20])=[CH:16][C:17](=S)[C:12]=2[CH:11]=[C:10]2[C:5]=1[CH2:6][CH2:7][CH2:8][CH2:9]2)[CH2:2][CH3:3].CC(C)=[O:24]>CI.O>[O:24]=[C:17]1[CH:16]=[C:15]([C:19]([OH:21])=[O:20])[O:14][C:13]2[C:4]([CH2:1][CH2:2][CH3:3])=[C:5]3[C:10](=[CH:11][C:12]1=2)[CH2:9][CH2:8][CH2:7][CH2:6]3. Reported procedure: A mixture of 10-propyl-6,7,8,9-tetrahydro-4-thioxo-4H-naphtho[2,3-b]pyran-2-carboxylic acid (0.025 g), methyl iodide (3 drops), acetone (10 ml) and water (4 drops) was stirred in the dark at ambient temperature for 2 days. Concentration of the reaction mixture in vacuo gave a brown solid which on crystallisation from acetone gave the title compound as a light-yellow solid, mp 245°-8°. Starting materials: C[SiH2]C1=CC=CC=C1 (methylphenylsilane), [N+](=O)([O-])C1=CC=C(C=O)C=C1 (p-nitrobenzaldehyde), [N+](=O)([O-])C (nitromethane). Solvent: C(C)O (ethanol). Conditions: time 3 hour. The product is [N+](=O)([O-])CC(O)C1=CC=C(C=C1)[N+](=O)[O-] (2-nitro-1-(4-nitrophenyl)ethanol). Reaction SMILES: C[SiH2]C1C=CC=CC=1.[N+:9]([C:12]1[CH:19]=[CH:18][C:15]([CH:16]=[O:17])=[CH:14][CH:13]=1)([O-:11])=[O:10].[N+:20]([CH3:23])([O-:22])=[O:21]>C(O)C>[N+:20]([CH2:23][CH:16]([C:15]1[CH:14]=[CH:13][C:12]([N+:9]([O-:11])=[O:10])=[CH:19][CH:18]=1)[OH:17])([O-:22])=[O:21]. Reported procedure: Poly (methylphenylsilane)-supported copper (204 mg, 5 mmol) was added to an ethanol (2.0 ml) solution of p-nitrobenzaldehyde (0.4 mmol) and nitromethane (1.2 mmol), and was stirred at room temperature for 3 hr. The reaction mixture was filtrated, and the filtrate was concentrated, and analyzed by 1H-NMR. Resultantly, 2-nitro-1-(4-nitrophenyl)ethanol was produced at the conversion rate of 95%. The reactants are FC(C=1C=C(C=CC1)O)(F)F (3-trifluoromethylphenol), [H-].[Na+] (sodium hydride), ClC1=NC=CN=C1C#N (2-chloro-3-cyanopyrazine). Solvent: O1CCCC1 (tetrahydrofuran), O1CCCC1 (tetrahydrofuran). Run at time 1 hour. The product is FC(C=1C=C(OC2=NC=CN=C2C#N)C=CC1)(F)F (2-(3-trifluoromethylphenoxy)-3-cyanopyrazine). As a reaction SMILES: [F:1][C:2]([F:11])([F:10])[C:3]1[CH:4]=[C:5]([OH:9])[CH:6]=[CH:7][CH:8]=1.[H-].[Na+].Cl[C:15]1[C:20]([C:21]#[N:22])=[N:19][CH:18]=[CH:17][N:16]=1>O1CCCC1>[F:1][C:2]([F:10])([F:11])[C:3]1[CH:4]=[C:5]([CH:6]=[CH:7][CH:8]=1)[O:9][C:15]1[C:20]([C:21]#[N:22])=[N:19][CH:18]=[CH:17][N:16]=1 |f:1.2|. Procedure details: 12.8 g (80 mmol) of 3-trifluoromethylphenol are added to a suspension of 2.2 g (90 mmol) of sodium hydride in 40 ml of tetrahydrofuran. The reaction mixture is heated to the boil. After 1 hour, a solution of 11.2 g (80 mmol) of 2-chloro-3-cyanopyrazine in 40 ml of tetrahydrofuran is added and the mixture is heated at the boil for a further 4 hours. After the mixture has cooled to room temperature, the solvent is distilled off under reduced pressure. The residue is taken up in diethyl ether and t...